This data is from the Open Reaction Database (ORD), a public repository of structured organic reaction records. The task is: describe an organic reaction: reactants, conditions, products, and yield The reactants are COC1=CC=C2CCC(N(C2=N1)CC1OC1)=O (7-(methyloxy)-1-(2-oxiranylmethyl)-3,4-dihydro-1,8-naphthyridin-2(1H)-one), N1CCC(CC1)NC(OC(C)(C)C)=O (1,1-dimethylethyl 4-piperidinylcarbamate). Solvent: CN(C)C=O (DMF). The product is OC(CN1CCC(CC1)NC(OC(C)(C)C)=O)CN1C(CCC2=CC=C(N=C12)OC)=O (1,1-Dimethylethyl (1-{2-hydroxy-3-[7-(methyloxy)-2-oxo-3,4-dihydro-1,8-naphthyridin-1(2H)-yl]propyl}-4-piperidinyl)carbamate). Yield: 37.9%. As a reaction SMILES: [CH3:1][O:2][C:3]1[N:12]=[C:11]2[C:6]([CH2:7][CH2:8][C:9](=[O:17])[N:10]2[CH2:13][CH:14]2[CH2:16][O:15]2)=[CH:5][CH:4]=1.[NH:18]1[CH2:23][CH2:22][CH:21]([NH:24][C:25](=[O:31])[O:26][C:27]([CH3:30])([CH3:29])[CH3:28])[CH2:20][CH2:19]1>CN(C=O)C>[OH:15][CH:14]([CH2:13][N:10]1[C:11]2[C:6](=[CH:5][CH:4]=[C:3]([O:2][CH3:1])[N:12]=2)[CH2:7][CH2:8][C:9]1=[O:17])[CH2:16][N:18]1[CH2:19][CH2:20][CH:21]([NH:24][C:25](=[O:31])[O:26][C:27]([CH3:29])([CH3:28])[CH3:30])[CH2:22][CH2:23]1. Procedure: A solution of 7-(methyloxy)-1-(2-oxiranylmethyl)-3,4-dihydro-1,8-naphthyridin-2(1H)-one (428 mg, 1.829 mmol) and 1,1-dimethylethyl 4-piperidinylcarbamate (366 mg, 1.829 mmol) in DMF (2 ml) under argon was heated at 120° C. for 1 h. The mixture was then evaporated and chromatographed (0-10% methanol/DCM) to give the product as a yellow oil (301 mg, 38%).